Dataset: the Open Reaction Database (ORD), a public repository of structured organic reaction records. Task: describe an organic reaction: reactants, conditions, products, and yield Reactants: C(C)[C@@H](C(=O)[O-])S(=O)(=NC(=O)C=1C=NC=C(C1)C#CC1=CC(=CC=C1)NC(=O)C1=CC(=NN1C)C)C1=CC=CC=C1 ((S)-Ethyl[N-({5-[(3-{[(1,3-dimethyl-1H-pyrazol-5-yl)carbonyl]amino}phenyl)ethynyl]pyridin-3-yl}carbonyl)-S-phenylsulfonimidoyl]acetate), OCCN (2-hydroxyethylamine). Yields the product CN1N=C(C=C1C(=O)NC=1C=C(C=CC1)C#CC=1C=NC=C(C(=O)N=[S@](C2=CC=CC=C2)(=O)CC(=O)NCCO)C1)C ((S)-5-[(3-{[(1,3-dimethyl-1H-pyrazol-5-yl)carbonyl]amino}phenyl)ethynyl]-N-[{2-[(2-hydroxyethyl)amino]-2-oxoethyl}(oxido)phenyl--sulfanylidene]nicotinamide). Reaction SMILES: C([C@H:3]([S:7]([C:36]1[CH:41]=[CH:40][CH:39]=[CH:38][CH:37]=1)(=[N:9][C:10]([C:12]1[CH:13]=[N:14][CH:15]=[C:16]([C:18]#[C:19][C:20]2[CH:25]=[CH:24][CH:23]=[C:22]([NH:26][C:27]([C:29]3[N:33]([CH3:34])[N:32]=[C:31]([CH3:35])[CH:30]=3)=[O:28])[CH:21]=2)[CH:17]=1)=[O:11])=[O:8])[C:4]([O-])=[O:5])C.[OH:42][CH2:43][CH2:44][NH2:45]>>[CH3:34][N:33]1[C:29]([C:27]([NH:26][C:22]2[CH:21]=[C:20]([C:19]#[C:18][C:16]3[CH:15]=[N:14][CH:13]=[C:12]([CH:17]=3)[C:10]([N:9]=[S@@:7]([CH2:3][C:4]([NH:45][CH2:44][CH2:43][OH:42])=[O:5])(=[O:8])[C:36]3[CH:41]=[CH:40][CH:39]=[CH:38][CH:37]=3)=[O:11])[CH:25]=[CH:24][CH:23]=2)=[O:28])=[CH:30][C:31]([CH3:35])=[N:32]1. Procedure details: In a manner similar to that described in Example 534, (S)-Ethyl[N-({5-[(3-{[(1,3-dimethyl-1H-pyrazol-5-yl)carbonyl]amino}phenyl)ethynyl]pyridin-3-yl}carbonyl)-S-phenylsulfonimidoyl]acetate and 2-hydroxyethylamine were reacted to give the title compound. Starting materials: C1CCNC1, CCOC(C)=O, CCOCC, COCC#Cc1ccc(Nc2c(C#N)cnc3cc(OCCOCCCl)c(OC)cc23)c2c1OCO2, Cl, [I-], [Na+]. Product: COCC#Cc1ccc(Nc2c(C#N)cnc3cc(OCCOCCN4CCCC4)c(OC)cc23)c2c1OCO2, Cl, Cl. Reaction SMILES: [CH2:1]1[CH2:2][CH2:3][NH:4][CH2:5]1.[CH3:45][CH2:46][O:47][C:48](=[O:49])[CH3:50].[CH3:51][CH2:52][O:53][CH2:54][CH3:55].[Cl:6][CH2:7][CH2:8][O:9][CH2:10][CH2:11][O:12][c:13]1[c:14]([O:40][CH3:41])[cH:15][c:16]2[c:17]([NH:25][c:26]3[c:27]4[c:28]([c:29]([C:32]#[C:33][CH2:34][O:35][CH3:36])[cH:30][cH:31]3)[O:37][CH2:38][O:39]4)[c:18]([C:23]#[N:24])[cH:19][n:20][c:21]2[cH:22]1.[ClH:44].[I-:43].[Na+:42]>>[CH2:1]1[CH2:2][CH2:3][N:4]([CH2:7][CH2:8][O:9][CH2:10][CH2:11][O:12][c:13]2[c:14]([O:40][CH3:41])[cH:15][c:16]3[c:17]([NH:25][c:26]4[c:27]5[c:28]([c:29]([C:32]#[C:33][CH2:34][O:35][CH3:36])[cH:30][cH:31]4)[O:37][CH2:38][O:39]5)[c:18]([C:23]#[N:24])[cH:19][n:20][c:21]3[cH:22]2)[CH2:5]1.[ClH:44].[ClH:6]. The reactants are NC1=CC=C(C(=O)OCC)C=C1 (ethyl p-aminobenzoate), CS(=O)(=O)OCCCCCCC1=CC=CC=C1 (6-phenylhexanol O-methanesulfonate). The solvent is CN(P(=O)(N(C)C)N(C)C)C (hexamethylphosphoramide). Product: C1(=CC=CC=C1)CCCCCCNC1=CC=C(C(=O)OCC)C=C1 (ethyl 4-(6-phenylhexylamino)benzoate). Reaction SMILES: [NH2:1][C:2]1[CH:12]=[CH:11][C:5]([C:6]([O:8][CH2:9][CH3:10])=[O:7])=[CH:4][CH:3]=1.CS(O[CH2:18][CH2:19][CH2:20][CH2:21][CH2:22][CH2:23][C:24]1[CH:29]=[CH:28][CH:27]=[CH:26][CH:25]=1)(=O)=O>CN(C)P(N(C)C)(N(C)C)=O>[C:24]1([CH2:23][CH2:22][CH2:21][CH2:20][CH2:19][CH2:18][NH:1][C:2]2[CH:3]=[CH:4][C:5]([C:6]([O:8][CH2:9][CH3:10])=[O:7])=[CH:11][CH:12]=2)[CH:29]=[CH:28][CH:27]=[CH:26][CH:25]=1. Reported procedure: A solution of 34.9 g. of ethyl p-aminobenzoate, 26.9 g. of 6-phenylhexanol O-methanesulfonate (prepared as described in Example 47) and 200 ml. of hexamethylphosphoramide is heated at 110° C. in an oil bath for 20 hours. The mixture is cooled, diluted with 100 ml. of water and filtered. The solid is washed with 60 ml. of ethanol-water (1:1) to give crude ethyl 4-(6-phenylhexylamino)benzoate. Purification gives the product as crystals, m.p. 69.5°-72.5° C. Starting materials: C(C1=CC=CC=C1)OCCOC(=O)N1[C@@H](C[C@@H](C2=NC(=CC=C12)C(F)(F)F)N(C=1N=NN(N1)C)CC1=CC(=CC(=C1)C(F)(F)F)C(F)(F)F)CC ((2R,4S)-4-[(3,5-bis-trifluoromethyl-benzyl)-(2-methyl-2H-tetrazol-5-yl)-amino]-2-ethyl-6-trifluoromethyl-3,4-dihydro-2H-[1,5]naphthyridine-1-carboxylic acid 2-benzyloxy-ethyl ester). Reagents/catalysts: [Pd] (Pd/C). Run in CO (MeOH). The product is OCCOC(=O)N1[C@@H](C[C@@H](C2=NC(=CC=C12)C(F)(F)F)N(C=1N=NN(N1)C)CC1=CC(=CC(=C1)C(F)(F)F)C(F)(F)F)CC ((2R,4S)-4-[(3,5-Bis-trifluoromethyl-benzyl)-(2-methyl-2H-tetrazol-5-yl)-amino]-2-ethyl-6-trifluoromethyl-3,4-dihydro-2H-[1,5]naphthyridine-1-carboxylic acid 2-hydroxy-ethyl ester). Isolated yield 74.6%. RXN SMILES: C([O:8][CH2:9][CH2:10][O:11][C:12]([N:14]1[C:23]2[C:18](=[N:19][C:20]([C:24]([F:27])([F:26])[F:25])=[CH:21][CH:22]=2)[C@@H:17]([N:28]([CH2:35][C:36]2[CH:41]=[C:40]([C:42]([F:45])([F:44])[F:43])[CH:39]=[C:38]([C:46]([F:49])([F:48])[F:47])[CH:37]=2)[C:29]2[N:30]=[N:31][N:32]([CH3:34])[N:33]=2)[CH2:16][C@H:15]1[CH2:50][CH3:51])=[O:13])C1C=CC=CC=1>CO.[Pd]>[OH:8][CH2:9][CH2:10][O:11][C:12]([N:14]1[C:23]2[C:18](=[N:19][C:20]([C:24]([F:27])([F:26])[F:25])=[CH:21][CH:22]=2)[C@@H:17]([N:28]([CH2:35][C:36]2[CH:41]=[C:40]([C:42]([F:45])([F:43])[F:44])[CH:39]=[C:38]([C:46]([F:49])([F:48])[F:47])[CH:37]=2)[C:29]2[N:30]=[N:31][N:32]([CH3:34])[N:33]=2)[CH2:16][C@H:15]1[CH2:50][CH3:51])=[O:13]. Procedure details: Stir a mixture of (2R,4S)-4-[(3,5-bis-trifluoromethyl-benzyl)-(2-methyl-2H-tetrazol-5-yl)-amino]-2-ethyl-6-trifluoromethyl-3,4-dihydro-2H-[1,5]naphthyridine-1-carboxylic acid 2-benzyloxy-ethyl ester (69 mg, 94 μmol) and Pd/C 10% (7 mg) in MeOH (1 mL) under a hydrogen atmosphere for 1 h. Filter the mixture over a pad of Celite®. Wash the solids with dichloromethane. Concentrate the filtrate and purified by silica gel chromatography (elution with hexane/ethyl acetate) to afford the title compound ...